From a dataset of the Open Reaction Database (ORD), a public repository of structured organic reaction records. describe an organic reaction: reactants, conditions, products, and yield Starting materials: FC=1C=C(C=CC1)SC1=CC2=C(C=C1)C1=C(O2)C2(COCCC2)NCC1 (7-[(3-fluorophenyl)sulfanyl]-3,4,5′,6′-tetrahydro-2H,4′H-spiro[1-benzofuro[2,3-c]pyridine-1,3′-pyran]), CO (methanol), OOS(=O)[O-].[K+] (Oxone), O (water), Cl (HCl), C(C)O.Cl (EtOH—HCl). Conditions: time 8 hour. Product: FC=1C=C(C=CC1)S(=O)(=O)C1=CC2=C(C=C1)C1=C(O2)C2(COCCC2)NCC1 (7-[(3-fluorophenyl)sulfonyl]-3,4,5′,6′-tetrahydro-2H,4′H-spiro[1-benzofuro[2,3-c]pyridine-1,3′-pyran]). As a reaction SMILES: [F:1][C:2]1[CH:3]=[C:4]([S:8][C:9]2[CH:14]=[CH:13][C:12]3[C:15]4[CH2:26][CH2:25][NH:24][C:18]5([CH2:23][CH2:22][CH2:21][O:20][CH2:19]5)C=4O[C:11]=3[CH:10]=2)[CH:5]=[CH:6][CH:7]=1.[CH3:27][OH:28].[OH:29]OS([O-])=O.[K+].[OH2:35].Cl.C(O)C.Cl>>[F:1][C:2]1[CH:3]=[C:4]([S:8]([C:9]2[CH:14]=[CH:13][C:12]3[C:15]4[CH2:26][CH2:25][NH:24][C:18]5([CH2:23][CH2:22][CH2:21][O:20][CH2:19]5)[C:27]=4[O:28][C:11]=3[CH:10]=2)(=[O:29])=[O:35])[CH:5]=[CH:6][CH:7]=1 |f:2.3,6.7|. Procedure details: To a solution of 7-[(3-fluorophenyl)sulfanyl]-3,4,5′,6′-tetrahydro-2H,4′H-spiro[1-benzofuro[2,3-c]pyridine-1,3′-pyran] (0.160 g, 0.433 mmol) in methanol (5.0 mL, 120 mmol) was added a solution of Oxone® (0.666 g, 1.08 mmol) in water (5.0 mL, 280 mmol) and the mixture was stirred at rt overnight. After 3 h, the reaction mixture was filtered, concentrated, and then extracted with DCM/sat. aq. NaHCO3. The extract was dried, concentrated and then purified by silica gel chromatography (DCM-MeOH—NH4OH... The reactants are FC=1C=C(C=CC1)\C(=C/C=O)\CCCCC ((Z)-3-(3-fluorophenyl)-2-octenal), C(=O)(OC)C=P(C1=CC=CC=C1)(C1=CC=CC=C1)C1=CC=CC=C1 ((carbomethoxymethylene)triphenylphosphorane). Run in ClCCl (dichloromethane). Yields the product COC(\C=C\C=C(\CCCCC)/C1=CC(=CC=C1)F)=O ((2E,4Z)-5-(3-fluorophenyl)-2,4-decadienoic acid methyl ester). RXN SMILES: [F:1][C:2]1[CH:3]=[C:4](/[C:8](/[CH2:12][CH2:13][CH2:14][CH2:15][CH3:16])=[CH:9]\[CH:10]=O)[CH:5]=[CH:6][CH:7]=1.[C:17]([CH:21]=P(C1C=CC=CC=1)(C1C=CC=CC=1)C1C=CC=CC=1)([O:19][CH3:20])=[O:18]>ClCCl>[CH3:20][O:19][C:17](=[O:18])/[CH:21]=[CH:10]/[CH:9]=[C:8](\[C:4]1[CH:5]=[CH:6][CH:7]=[C:2]([F:1])[CH:3]=1)/[CH2:12][CH2:13][CH2:14][CH2:15][CH3:16]. Procedure: As described in Example 99, (Z)-3-(3-fluorophenyl)-2-octenal (6.2 g) was treated with (carbomethoxymethylene)triphenylphosphorane (10.5 g) in dichloromethane (50 mL) for 4 days at room temperature. The ester was isolated in the usual way and furnished 6.6 g of (2E,4Z)-5-(3-fluorophenyl)-2,4-decadienoic acid methyl ester as an oil. The reactants are C([O-])([O-])=O.[K+].[K+] (Potassium carbonate), C(C1=CC=CC=C1)(=O)O[C@H]1[C@H]([C@@H](C[C@@](C1)(C(=O)OC)O)C=C)O ((1R,2S,3S,5R)-2,5-dihydroxy-5-(methoxycarbonyl)-3-vinylcyclohexyl benzoate). Solvent: CO (methanol). Reaction conditions: time 1 hour. The product is O[C@]1(C[C@H]([C@H]([C@@H](C1)C=C)O)O)C(=O)OC (methyl (1R,3R,4S,5S)-1,3,4-trihydroxy-5-vinylcyclohexanecarboxylate). Reaction SMILES: C(=O)([O-])[O-].[K+].[K+].C([O:15][C@@H:16]1[CH2:21][C@@:20]([OH:26])([C:22]([O:24][CH3:25])=[O:23])[CH2:19][C@@H:18]([CH:27]=[CH2:28])[C@@H:17]1[OH:29])(=O)C1C=CC=CC=1>CO>[OH:26][C@:20]1([C:22]([O:24][CH3:25])=[O:23])[CH2:19][C@@H:18]([CH:27]=[CH2:28])[C@H:17]([OH:29])[C@H:16]([OH:15])[CH2:21]1 |f:0.1.2|. Reported procedure: Potassium carbonate can be added to a room temperature solution of Example 17E in methanol. After stirring for 1 hour, the reaction mixture can be filtered, and concentrated. The concentrate can be purified by flash chromatography to afford the desired product. Reactants: C(C1=CC=CC=C1)N1CC(OCC1)C#N (4-benzylmorpholine-2-carbonitrile), Cl.NO (hydroxylamine hydrochloride), [OH-].[Na+] (sodium hydroxide). Product: C(C1=CC=CC=C1)N1CC(OCC1)C(N)=NO (4-benzyl-N′-hydroxymorpholine-2-carboximidamide). Reaction SMILES: [CH2:1]([N:8]1[CH2:13][CH2:12][O:11][CH:10]([C:14]#[N:15])[CH2:9]1)[C:2]1[CH:7]=[CH:6][CH:5]=[CH:4][CH:3]=1.Cl.[NH2:17][OH:18].[OH-].[Na+]>>[CH2:1]([N:8]1[CH2:13][CH2:12][O:11][CH:10]([C:14](=[N:17][OH:18])[NH2:15])[CH2:9]1)[C:2]1[CH:3]=[CH:4][CH:5]=[CH:6][CH:7]=1 |f:1.2,3.4|. Procedure details: Reaction of 4-benzylmorpholine-2-carbonitrile with hydroxylamine hydrochloride and sodium hydroxide provided 4-benzyl-N′-hydroxymorpholine-2-carboximidamide, which was condensed with cyclopropanecarboxylic acid using 1,3-dicyclohexylcarbodiimide. Cyclization using tetrabutylammonium fluoride (see A. R. Gangloff et al., Tetrahedron Lett. 2001, 42, 1441-1443), followed by debenzylation, afforded 2-(5-cyclopropyl-1,2,4-oxadiazol-3-yl)morpholine. Starting materials: CCOCC, CCO, Cl, C1COCCO1, O=C(O)N1CCC(c2nc(-c3cccs3)no2)CC1. The product is Cl, c1csc(-c2noc(C3CC[NH2+]CC3)n2)c1. Reaction SMILES: [CH3:21][CH2:22][O:23][CH2:24][CH3:25].[CH3:26][CH2:27][OH:28].[ClH:20].[O:29]1[CH2:30][CH2:31][O:32][CH2:33][CH2:34]1.[s:1]1[c:2](-[c:6]2[n:7][o:8][c:9]([CH:11]3[CH2:12][CH2:13][N:14]([C:17]([OH:18])=[O:19])[CH2:15][CH2:16]3)[n:10]2)[cH:3][cH:4][cH:5]1>>[ClH:20].[s:1]1[c:2](-[c:6]2[n:7][o:8][c:9]([CH:11]3[CH2:12][CH2:13][NH2+:14][CH2:15][CH2:16]3)[n:10]2)[cH:3][cH:4][cH:5]1.